From a dataset of the Open Reaction Database (ORD), a public repository of structured organic reaction records. describe an organic reaction: reactants, conditions, products, and yield Solvent: C(Cl)Cl (methylene chloride). Procedure: Preparation is effected analogously to Example 63, using 0.85 g (2.5 mmol) of N-methyl-N-[3-phenyl-3-(2-pyridyl)propyl]-1,7-heptanediamine, an equimolar amount of 1,1'-carbonyldiimidazole and 0.65 g (2.8 mmol) of 2-[[(2-guanidino-4-thiazolyl)methyl]thio]ethaneamine as starting materials. Working up by chromatography (eluant: methylene chloride) analogously to Example 63 yields the purified title compound in the form of an oil; MS (+FAB method): m/z (rel. int.[%])=597 ([M+H]+, 7), 196 (100); IR (... The product is N(C(=N)N)C=1SC=C(N1)CSCCNC(=O)NCCCCCCCN(C)CCC(C1=NC=CC=C1)C1=CC=CC=C1 (N-[2-[[(2-guanidino-4-thiazolyl)methyl]thio]ethyl]-N'-[7-[N-[3-phenyl-3-(2-pyridyl)propyl]-N-methylamino]heptyl]urea). RXN SMILES: [CH3:1][N:2]([CH2:11][CH2:12][CH:13]([C:20]1[CH:25]=[CH:24][CH:23]=[CH:22][CH:21]=1)[C:14]1[CH:19]=[CH:18][CH:17]=[CH:16][N:15]=1)[CH2:3][CH2:4][CH2:5][CH2:6][CH2:7][CH2:8][CH2:9][NH2:10].[C:26](N1C=CN=C1)(N1C=CN=C1)=[O:27].[NH:38]([C:42]1[S:43][CH:44]=[C:45]([CH2:47][S:48][CH2:49][CH2:50][NH2:51])[N:46]=1)[C:39]([NH2:41])=[NH:40]>C(Cl)Cl>[NH:38]([C:42]1[S:43][CH:44]=[C:45]([CH2:47][S:48][CH2:49][CH2:50][NH:51][C:26]([NH:10][CH2:9][CH2:8][CH2:7][CH2:6][CH2:5][CH2:4][CH2:3][N:2]([CH2:11][CH2:12][CH:13]([C:20]2[CH:25]=[CH:24][CH:23]=[CH:22][CH:21]=2)[C:14]2[CH:19]=[CH:18][CH:17]=[CH:16][N:15]=2)[CH3:1])=[O:27])[N:46]=1)[C:39]([NH2:41])=[NH:40]. Starting materials: CN(CCCCCCCN)CCC(C1=NC=CC=C1)C1=CC=CC=C1 (N-methyl-N-[3-phenyl-3-(2-pyridyl)propyl]-1,7-heptanediamine), C(=O)(N1C=NC=C1)N1C=NC=C1 (1,1'-carbonyldiimidazole), N(C(=N)N)C=1SC=C(N1)CSCCN (2-[[(2-guanidino-4-thiazolyl)methyl]thio]ethaneamine). Starting materials: C(C1=CC=CC=C1)=NN1C(N(C2C1CC(C2)O)CCC)=O (1-Benzylideneamino-3-propyl-5-hydroxyhexahydrocylopenta[d]imidazol-2(1H)-one), CO (methanol). The reagents and catalysts are [Pd] (Pd on carbon). Run in C(C)(=O)O (acetic acid). Reaction conditions: temperature 15 celsius, time 3 day. Yields the product NN1C(N(C2C1CC(C2)O)CCC)=O (1-amino-3-propyl-5-hydroxyhexahydrocyclopenta[d]imidazole-2(1H)-one). Yield: 103.0%. RXN SMILES: C(=[N:8][N:9]1[CH:13]2[CH2:14][CH:15]([OH:17])[CH2:16][CH:12]2[N:11]([CH2:18][CH2:19][CH3:20])[C:10]1=[O:21])C1C=CC=CC=1.CO>[Pd].C(O)(=O)C>[NH2:8][N:9]1[CH:13]2[CH2:14][CH:15]([OH:17])[CH2:16][CH:12]2[N:11]([CH2:18][CH2:19][CH3:20])[C:10]1=[O:21]. Procedure: The compound of step (f) (7.0 g) was added to a solution of methanol (280 ml) and acetic acid (2.25 ml) containing 10% Pd on carbon (2.5 g) and the resulting mixture stirred at 15° C. under an atmosphere of hydrogen for 3 days. The catalyst was removed by filtration through Celite and concentration of the filtrate in vacuo gave the desired product as an oil (5.0 g). The reactants are OC=1C=C(C=CC1)C(CC)(OC)C=1SC=CN1 (2-[1-(3-hydroxyphenyl)-1-methoxypropyl]thiazole), BrCC=1C(N(C2=CC=CC=C2C1)C)=O (3-bromomethyl-1,2-dihydro-1-methylquinolin-2-one), C([O-])([O-])=O.[K+].[K+] (potassium carbonate). The solvent is CN(C=O)C (dimethylformamide). Reaction conditions: time 48 hour. The product is COC(CC)(C1=CC(=CC=C1)OCC=1C(N(C2=CC=CC=C2C1)C)=O)C=1SC=CN1 (2-[1-methoxy-1-[3-(1,2-dihydro-1-methyl-2-oxoquinolin-3-ylmethoxy)phenyl]propyl]thiazole). Isolated yield 99.9%. As a reaction SMILES: [OH:1][C:2]1[CH:3]=[C:4]([C:8]([C:13]2[S:14][CH:15]=[CH:16][N:17]=2)([O:11][CH3:12])[CH2:9][CH3:10])[CH:5]=[CH:6][CH:7]=1.Br[CH2:19][C:20]1[C:21](=[O:31])[N:22]([CH3:30])[C:23]2[C:28]([CH:29]=1)=[CH:27][CH:26]=[CH:25][CH:24]=2.C(=O)([O-])[O-].[K+].[K+]>CN(C)C=O>[CH3:12][O:11][C:8]([C:13]1[S:14][CH:15]=[CH:16][N:17]=1)([C:4]1[CH:5]=[CH:6][CH:7]=[C:2]([O:1][CH2:19][C:20]2[C:21](=[O:31])[N:22]([CH3:30])[C:23]3[C:28]([CH:29]=2)=[CH:27][CH:26]=[CH:25][CH:24]=3)[CH:3]=1)[CH2:9][CH3:10] |f:2.3.4|. Procedure details: A mixture of 2-[1-(3-hydroxyphenyl)-1-methoxypropyl]thiazole (0.5 g, 2 mmol), 3-bromomethyl-1,2-dihydro-1-methylquinolin-2-one (0.5 g, 2 mmol), potassium carbonate (0.35 g, 2.5 mmol) and dimethylformamide (3 ml) was stirred at ambient temperature for 48 hours. The mixture was filtered, the filtrate was added to water (30 ml) and the mixture was extracted with elhyl acetate (3×15 ml). The organic extracts were combined, washed with a dilute aqueous sodium hydroxide solution and with a saturated s...